From a dataset of the Open Reaction Database (ORD), a public repository of structured organic reaction records. describe an organic reaction: reactants, conditions, products, and yield The reactants are S(O)(O)(=O)=O (sulfuric acid), [N+](=O)([O-])C1=C(C=C(C=C1)OC1=C(C=C(C=C1)C(F)(F)F)Cl)NCCCC(=O)O (N-[2-nitro-5-(2-chloro-4-trifluoromethylphenoxy)phenyl]-4-amino-n-butyric acid), CO (methanol), [OH-].[Na+] (sodium hydroxide). Product: [N+](=O)([O-])C1=C(C=C(C=C1)OC1=C(C=C(C=C1)C(F)(F)F)Cl)NCCCC(=O)OC (methyl N-[2-nitro-5-(2-chloro-4-trifluoromethylphenoxy)phenyl]-4-amino-n-butyrate). RXN SMILES: [N+:1]([C:4]1[CH:9]=[CH:8][C:7]([O:10][C:11]2[CH:16]=[CH:15][C:14]([C:17]([F:20])([F:19])[F:18])=[CH:13][C:12]=2[Cl:21])=[CH:6][C:5]=1[NH:22][CH2:23][CH2:24][CH2:25][C:26]([OH:28])=[O:27])([O-:3])=[O:2].S(=O)(=O)(O)O.[OH-].[Na+].[CH3:36]O>>[N+:1]([C:4]1[CH:9]=[CH:8][C:7]([O:10][C:11]2[CH:16]=[CH:15][C:14]([C:17]([F:18])([F:19])[F:20])=[CH:13][C:12]=2[Cl:21])=[CH:6][C:5]=1[NH:22][CH2:23][CH2:24][CH2:25][C:26]([O:28][CH3:36])=[O:27])([O-:3])=[O:2] |f:2.3|. Reported procedure: 8 g of N-[2-nitro-5-(2-chloro-4-trifluoromethylphenoxy)phenyl]-4-amino-n-butyric acid are dissolved in 50 ml of methanol and then 10 ml of concentrated sulfuric acid are slowly added. The reaction mixture is left to stand for some hours, then poured onto ice, made alkaline with sodium hydroxide solution and extracted with toluene. The toluene extract is washed with water until neutral and substantially concentrated in vacuo. The residue is crystallised from hexane, affording 6 g of methyl N-[2-n... Starting materials: CN(C)CCSc1cc(NC(=O)OC(C)(C)C)c(NC(=O)CC(=O)c2cccc(C#N)c2)cc1C#Cc1ccccc1, COc1ccccc1, ClCCl, O=C(O)C(F)(F)F. Product: CN(C)CCSc1cc2c(cc1C#Cc1ccccc1)NC(=O)CC(c1cccc(C#N)c1)=N2. As a reaction SMILES: [C:1]([O:2][C:3](=[O:4])[NH:7][c:8]1[c:9]([NH:28][C:29]([CH2:30][C:31](=[O:5])[c:33]2[cH:34][c:35]([C:39]#[N:40])[cH:36][cH:37][cH:38]2)=[O:41])[cH:10][c:11]([C:20]#[C:21][c:22]2[cH:23][cH:24][cH:25][cH:26][cH:27]2)[c:12]([S:14][CH2:15][CH2:16][N:17]([CH3:18])[CH3:19])[cH:13]1)([CH3:6])([CH3:32])[CH3:42].[CH3:50][O:51][c:52]1[cH:53][cH:54][cH:55][cH:56][cH:57]1.[Cl:58][CH2:59][Cl:60].[F:43][C:44]([F:45])([F:46])[C:47]([OH:48])=[O:49]>>[N:7]1=[C:31]([c:33]2[cH:34][c:35]([C:39]#[N:40])[cH:36][cH:37][cH:38]2)[CH2:30][C:29](=[O:41])[NH:28][c:9]2[c:8]1[cH:13][c:12]([S:14][CH2:15][CH2:16][N:17]([CH3:18])[CH3:19])[c:11]([C:20]#[C:21][c:22]1[cH:23][cH:24][cH:25][cH:26][cH:27]1)[cH:10]2. Starting materials: ClCC1OC1 (chloromethyloxirane), C([O-])([O-])=O.[K+].[K+] (potassium carbonate), C(C1=CC=CC=C1)OC1=C(C=C(C=C1)O)C(C)(C)C (4-Benzyloxy-3-tert-butylphenol), 1-A. Run in CC(=O)C (methyl methyl ketone). Product: C(C1=CC=CC=C1)OC1=C(C=C(OCC2CO2)C=C1)C(C)(C)C (1-(4-benzyloxy-3-tert-butylphenoxy)-2,3-epoxypropane). RXN SMILES: [CH2:1]([O:8][C:9]1[CH:14]=[CH:13][C:12]([OH:15])=[CH:11][C:10]=1[C:16]([CH3:19])([CH3:18])[CH3:17])[C:2]1[CH:7]=[CH:6][CH:5]=[CH:4][CH:3]=1.Cl[CH2:21][CH:22]1[CH2:24][O:23]1.C(=O)([O-])[O-].[K+].[K+]>CC(C)=O>[CH2:1]([O:8][C:9]1[CH:14]=[CH:13][C:12]([O:15][CH2:21][CH:22]2[O:23][CH2:24]2)=[CH:11][C:10]=1[C:16]([CH3:19])([CH3:18])[CH3:17])[C:2]1[CH:3]=[CH:4][CH:5]=[CH:6][CH:7]=1 |f:2.3.4|. Procedure: Then, using 6.07 g of the compound of Example 18 above, 4.0 ml of chloromethyloxirane, 3.26 g of anhydrous potassium carbonate and 100 ml of methyl methyl ketone, reaction and workup carried out as in 1-A gave about 8.00 g of 1-(4-benzyloxy-3-tert-butylphenoxy)-2,3-epoxypropane as brown oil. Using the epoxy compound thus obtained, 4.82 g of 1-(2-methoxyphenyl)piperazine and 100 ml of dioxane, reaction and workup carried out as in Example 1-A followed by recrystallization from isopropyl ether gav...